From a dataset of the Open Reaction Database (ORD), a public repository of structured organic reaction records. describe an organic reaction: reactants, conditions, products, and yield Reactants: [BH4-], CO, Clc1ccc(C=Nc2nccs2)cn1, [Na+]. Yields the product Clc1ccc(CNc2nccs2)cn1. Reaction SMILES: [BH4-:15].[CH3:17][OH:18].[Cl:1][c:2]1[cH:3][cH:4][c:5]([CH:8]=[N:9][c:10]2[s:11][cH:12][cH:13][n:14]2)[cH:6][n:7]1.[Na+:16]>>[Cl:1][c:2]1[cH:3][cH:4][c:5]([CH2:8][NH:9][c:10]2[s:11][cH:12][cH:13][n:14]2)[cH:6][n:7]1.